This data is from the Open Reaction Database (ORD), a public repository of structured organic reaction records. The task is: describe an organic reaction: reactants, conditions, products, and yield Starting materials: COC1=CCCC1 (1-methoxycyclopentene), CC=1C=C(C=C(C1)C)SC1=C(N=C(N1COCCO)C)C(C)C (5-(3,5-dimethylphenylthio)-4-isopropyl-1-(2-hydroxyethoxymethyl)-2-methyl-1H-imidazole), O.C1(=CC=C(C=C1)S(=O)(=O)O)C (p-toluenesulfonic acid hydrate), C1(=CC=CC=C1)C (toluene). Solvent: C(C)N(CC)CC (Triethylamine), C(Cl)Cl (methylene chloride), C(Cl)Cl (methylene chloride). Conditions: time 2 hour. The product is CC=1C=C(C=C(C1)C)SC1=C(N=C(N1COCCOC1(CCCC1)OC)C)C(C)C (5-(3,5-Dimethylphenylthio)-4-isopropyl-1-[2-(1-methoxycyclopentyloxy)ethoxymethyl]-2-methyl-1H-imidazole). Yield: 80.9%. Reaction SMILES: [CH3:1][C:2]1[CH:3]=[C:4]([S:9][C:10]2[N:14]([CH2:15][O:16][CH2:17][CH2:18][OH:19])[C:13]([CH3:20])=[N:12][C:11]=2[CH:21]([CH3:23])[CH3:22])[CH:5]=[C:6]([CH3:8])[CH:7]=1.O.C1(C)C=CC(S(O)(=O)=O)=CC=1.C1(C)C=CC=CC=1.[CH3:43][O:44][C:45]1[CH2:49][CH2:48][CH2:47][CH:46]=1>C(Cl)Cl.C(N(CC)CC)C>[CH3:8][C:6]1[CH:5]=[C:4]([S:9][C:10]2[N:14]([CH2:15][O:16][CH2:17][CH2:18][O:19][C:45]3([O:44][CH3:43])[CH2:49][CH2:48][CH2:47][CH2:46]3)[C:13]([CH3:20])=[N:12][C:11]=2[CH:21]([CH3:23])[CH3:22])[CH:3]=[C:2]([CH3:1])[CH:7]=1 |f:1.2|. Reported procedure: A solution of the compound 1 (33.4 mg, 0.1 mmol) and p-toluenesulfonic acid hydrate (20.4 mg, 0.108 mmol) in a mixture of methylene chloride (1 mL) -toluene (0.1 mL) was concentrated under reduced pressure. Trhe obtained residue was dissolved in methylene chloride (1 mL), to which was added 1-methoxycyclopentene (98.5 mg, 1 mmol), and the mixture was stirred for 2 hours. Triethylamine was added to the reaction mixture, and the mixture was concentrated under reduced pressure. The residue was puri...